This data is from the Open Reaction Database (ORD), a public repository of structured organic reaction records. The task is: describe an organic reaction: reactants, conditions, products, and yield The reactants are C(C1=CC=CC=C1)OC1=C(C=C(C=C1)Cl)B(O)O ([2-(Benzyloxy)-5-chlorophenyl]boronic acid), ClC1=NC=C(C=N1)Br (2-chloro-5-bromopyrimidine). Product: C(C1=CC=CC=C1)OC1=C(C=C(C=C1)Cl)C=1C=NC(=NC1)Cl (5-[2-(Benzyloxy)-5-chlorophenyl]-2-chloropyrimidine). Reaction SMILES: [CH2:1]([O:8][C:9]1[CH:14]=[CH:13][C:12]([Cl:15])=[CH:11][C:10]=1B(O)O)[C:2]1[CH:7]=[CH:6][CH:5]=[CH:4][CH:3]=1.[Cl:19][C:20]1[N:25]=[CH:24][C:23](Br)=[CH:22][N:21]=1>>[CH2:1]([O:8][C:9]1[CH:14]=[CH:13][C:12]([Cl:15])=[CH:11][C:10]=1[C:23]1[CH:22]=[N:21][C:20]([Cl:19])=[N:25][CH:24]=1)[C:2]1[CH:7]=[CH:6][CH:5]=[CH:4][CH:3]=1. Reported procedure: The subtitle compound was prepared by the method of example 1 step (ii) using the product from example 16 step (ii) (3.2 g) and 2-chloro-5-bromopyrimidine (2.59 g). Yield 2.43 g